Task: describe an organic reaction: reactants, conditions, products, and yield. Dataset: the Open Reaction Database (ORD), a public repository of structured organic reaction records Starting materials: CN(C(C1=CC=CC=C1)=O)C (N,N-dimethylbenzamide), C(C)O[SiH](OCC)OCC (triethoxysilane). The reagents and catalysts are CC([O-])C.[Ti+4].CC([O-])C.CC([O-])C.CC([O-])C (titanium (IV) isopropoxide). Solvent: C1=CC=CC=C1 (C6H6). Conditions: temperature 60 celsius, time 3 hour. The product is CN(C)CC1=CC=CC=C1 (N,N-dimethyl benzylamine). Yield: 74.0%. Reaction SMILES: [CH3:1][N:2]([CH3:11])[C:3](=O)[C:4]1[CH:9]=[CH:8][CH:7]=[CH:6][CH:5]=1.C(O[SiH](OCC)OCC)C>CC(C)[O-].[Ti+4].CC(C)[O-].CC(C)[O-].CC(C)[O-].C1C=CC=CC=1>[CH3:1][N:2]([CH2:3][C:4]1[CH:9]=[CH:8][CH:7]=[CH:6][CH:5]=1)[CH3:11] |f:2.3.4.5.6|. Procedure: N,N-dimethylbenzamide (0.49 g, 3.0 mmol), triethoxysilane (1.4 mL, 7.5 mmol), titanium (IV) isopropoxide (0.04 mL, 0.15 mmol), and C6H6 (0.5 mL) were added to a flask open to the air and capped with a CaSO4 drying tube. The reaction mixture was heated to 60° C. for 16 hours. The solvent was removed in Vacuo and the contents were added to a mixture of 1 M NaOH (20mL) and THF (10mL). This mixture was stirred for 3 hours at room temperature and then poured into ethyl ether and washed with 1 M NaOH ... The reactants are ice, NC[C@@H](C(=O)O)O ((S)-3-amino-2-hydroxypropanoic acid), CO (MeOH), O=S(Cl)Cl (SOCl2). Reaction conditions: time 8 hour. Product: Cl.NC[C@@H](C(=O)OC)O ((S)-methyl 3-amino-2-hydroxypropanoate hydrochloride). Reaction SMILES: [NH2:1][CH2:2][C@H:3]([OH:7])[C:4]([OH:6])=[O:5].O=S(Cl)[Cl:10].[CH3:12]O>>[ClH:10].[NH2:1][CH2:2][C@H:3]([OH:7])[C:4]([O:6][CH3:12])=[O:5] |f:3.4|. Procedure: To an ice-cooled suspension of (S)-3-amino-2-hydroxypropanoic acid (0.904 g) in MeOH (15 mL) was added SOCl2 (2.0 mL, 27 mmol) over ˜2.5 minutes. After the addition the reaction was allowed to warm to room temperature. After stirring overnight, the reaction was evaporated in vacuo. MeOH was added and the mixture evaporated in vacuo a second time to yield the product (S)-methyl 3-amino-2-hydroxypropanoate hydrochloride as a colorless oil. 1H NMR (400 MHz, DMSO-d6): 8.16 (3H, s), 6.36 (1H, s), 4.3... Starting materials: C=O, COc1ccc(-c2cc3c4c(c2)C2CNCCC2N4CCC3)c(C(F)(F)F)c1, O=CO, [Na+], [OH-], O. Product: COc1ccc(-c2cc3c4c(c2)C2CN(C)CCC2N4CCC3)c(C(F)(F)F)c1. RXN SMILES: [CH2:29]=[O:30].[CH3:1][O:2][c:3]1[cH:4][c:5]([C:25]([F:26])([F:27])[F:28])[c:6](-[c:9]2[cH:10][c:11]3[c:16]4[c:17]([cH:18]2)[CH:19]2[CH:20]([N:15]4[CH2:14][CH2:13][CH2:12]3)[CH2:21][CH2:22][NH:23][CH2:24]2)[cH:7][cH:8]1.[CH:31]([OH:32])=[O:33].[Na+:35].[OH-:34].[OH2:36]>>[CH3:1][O:2][c:3]1[cH:4][c:5]([C:25]([F:26])([F:27])[F:28])[c:6](-[c:9]2[cH:10][c:11]3[c:16]4[c:17]([cH:18]2)[CH:19]2[CH:20]([N:15]4[CH2:14][CH2:13][CH2:12]3)[CH2:21][CH2:22][N:23]([CH3:31])[CH2:24]2)[cH:7][cH:8]1. Starting materials: FC1=CC=C(C=C1)C(CC(=O)O)CC(=O)O (3-(4-fluorophenyl)glutaric acid), FC1=CC=C(C=O)C=C1 (4-fluorobenzaldehyde), Cl (HCl), [OH-].[Na+] (NaOH). The solvent is C(C)(=O)Cl (acetyl chloride), C(C)O (ethanol), C(CC(=O)C)(=O)OCC (ethyl acetoacetate). Conditions: time 3 hour. Product: FC1=CC=C(C=C1)C1CC(=O)OC(C1)=O (3-(4-fluorophenyl)glutaric anhydride). RXN SMILES: FC1C=CC(C=O)=CC=1.[OH-].[Na+].Cl.[F:13][C:14]1[CH:19]=[CH:18][C:17]([CH:20]([CH2:25][C:26]([OH:28])=[O:27])[CH2:21][C:22]([OH:24])=O)=[CH:16][CH:15]=1>C(OCC)(=O)CC(C)=O.C(Cl)(=O)C.C(O)C>[F:13][C:14]1[CH:15]=[CH:16][C:17]([CH:20]2[CH2:21][C:22](=[O:24])[O:28][C:26](=[O:27])[CH2:25]2)=[CH:18][CH:19]=1 |f:1.2|. Reported procedure: To a solution of commercial 4-fluorobenzaldehyde (12.4 g) in ethyl acetoacetate (25.3 ml) piperidine (2 ml) was added with stirring at rt. The cloudy solution solidifies within 3 h. The yellow solid was crushed, slurried with ethanol (20 ml), collected by suction filtration, and washed with ethanol. After drying in vacuo 27 g of a faint yellowish solid (the bis-adduct of acetoacetate to the benzaldehyde) was isolated. The powdered solid was added in portions to 40% NaOH (400 g) with stirring. Th... The reactants are N(=O)[O-].[Na+] (sodium nitrite), S(O)(O)(=O)=O (sulphuric acid), NC1=C2C=NNC(C2=CC=C1)=O (5-amino-1(2H)-phthalazinone), diazonium sulphate, S(O)(O)(=O)=O (sulphuric acid), B(O)(O)O (boric acid). Solvent: O (water), O (water), O (water). The product is OC1=C2C=NNC(C2=CC=C1)=O (5-hydroxy-1(2H)-phthalazinone). Yield: 97.0%. Reaction SMILES: S(=O)(=O)(O)O.N[C:7]1[CH:16]=[CH:15][CH:14]=[C:13]2[C:8]=1[CH:9]=[N:10][NH:11][C:12]2=[O:17].N([O-])=[O:19].[Na+].B(O)(O)O>O>[OH:19][C:7]1[CH:16]=[CH:15][CH:14]=[C:13]2[C:8]=1[CH:9]=[N:10][NH:11][C:12]2=[O:17] |f:2.3|. Reported procedure: Concentrated sulphuric acid (8 ml) was added to a stirred mixture of 5-amino-1(2H)-phthalazinone (9.4 g, 0.058 mole) and water (50 ml). The resultant stirred paste was cooled in ice and diazotised by the addition of sodium nitrite (4.15 g, 0.06 mole) in water (15 ml). The filtered diazonium sulphate solution was added over 1.5 hours to a stirred boiling solution of concentrated sulphuric acid (30 ml) and boric acid (5.42 g, 0.088 mole) in water (200 ml). The solution was heated for a further 30 ... The reactants are CCN(CC)CCCNc1nc(-c2ccc(Br)cc2)nc2cc(Cl)ccc12, OB(O)c1ccc(Cl)cc1, [K+], [K+], O=C([O-])[O-], CN(C)C=O. Product: CCN(CC)CCCNc1nc(-c2ccc(-c3ccc(Cl)cc3)cc2)nc2cc(Cl)ccc12. RXN SMILES: [Br:17][c:18]1[cH:19][cH:20][c:21](-[c:24]2[n:25][c:26]3[cH:27][c:28]([Cl:43])[cH:29][cH:30][c:31]3[c:32]([NH:34][CH2:35][CH2:36][CH2:37][N:38]([CH2:39][CH3:40])[CH2:41][CH3:42])[n:33]2)[cH:22][cH:23]1.[Cl:7][c:8]1[cH:9][cH:10][c:11]([B:14]([OH:15])[OH:16])[cH:12][cH:13]1.[K+:1].[K+:2].[O-:3][C:4]([O-:5])=[O:6].[O:44]=[CH:45][N:46]([CH3:47])[CH3:48]>>[Cl:7][c:8]1[cH:9][cH:10][c:11](-[c:18]2[cH:19][cH:20][c:21](-[c:24]3[n:25][c:26]4[cH:27][c:28]([Cl:43])[cH:29][cH:30][c:31]4[c:32]([NH:34][CH2:35][CH2:36][CH2:37][N:38]([CH2:39][CH3:40])[CH2:41][CH3:42])[n:33]3)[cH:22][cH:23]2)[cH:12][cH:13]1. Reactants: CC(C)(C)N1N=C(C=C1N)C (1-(1,1-dimethylethyl)-3-methyl-1H-pyrazol-5-amine), C1(CC1)/C(=C/C(C(=O)OCC)=O)/O (ethyl (3Z)-4-cyclopropyl-4-hydroxy-2-oxo-3-butenoate). The solvent is C(C)(=O)O (acetic acid). The product is C1(CC1)C=1C=C(C2=C(N1)N(N=C2C)C(C)(C)C)C(=O)OCC (Ethyl 6-cyclopropyl-1-(1,1-dimethylethyl)-3-methyl-1H-pyrazolo[3,4-b]pyridine-4-carboxylate). As a reaction SMILES: [CH3:1][C:2]([N:5]1[C:9]([NH2:10])=[CH:8][C:7]([CH3:11])=[N:6]1)([CH3:4])[CH3:3].[CH:12]1(/[C:15](/O)=[CH:16]/[C:17](=O)[C:18]([O:20][CH2:21][CH3:22])=[O:19])[CH2:14][CH2:13]1>C(O)(=O)C>[CH:12]1([C:15]2[CH:16]=[C:17]([C:18]([O:20][CH2:21][CH3:22])=[O:19])[C:8]3[C:7]([CH3:11])=[N:6][N:5]([C:2]([CH3:1])([CH3:3])[CH3:4])[C:9]=3[N:10]=2)[CH2:13][CH2:14]1. Procedure: 1-(1,1-dimethylethyl)-3-methyl-1H-pyrazol-5-amine (166 mg, 1.086 mmol), ethyl (3Z)-4-cyclopropyl-4-hydroxy-2-oxo-3-butenoate (200 mg, 1.086 mmol) and acetic acid (10 mL) were heated to reflux for 2 hours. The solvent was removed in vacuo and the residue purified by silica gel chromatography (eluent: 0% to 7% EtOAc:Hex). The product was collected as 278 mg. 1H NMR (400 MHz, CHLOROFORM-d) δ ppm 1.07 (dt, 2 H), 1.13-1.20 (m, 2 H), 1.46 (t, J=7.20 Hz, 3 H), 1.78 (s, 9 H), 2.18 (m, J=7.99, 7.99, 4.74... Reactants: [Si](C)(C)(C(C)(C)C)O[C@@H]1CC[C@H](CC1)N1N=CC(=C1Cl)I (1-(trans-4-{[tert-butyl(dimethyl)silyl]oxy}cyclohexyl)-5-chloro-4-iodo-1H-pyrazole), C1CCOC1 (THF), C(C)(C)[Mg]Cl (isopropylmagnesium chloride), C1CCOC1 (THF), COB1OC(C(O1)(C)C)(C)C (2-methoxy-4,4,5,5-tetramethyl-1,3,2-dioxaborolane), [NH4+].[Cl-] (NH4Cl). Run at time 20 minute. The product is [Si](C)(C)(C(C)(C)C)O[C@@H]1CC[C@H](CC1)N1N=CC(=C1Cl)B1OC(C(O1)(C)C)(C)C (1-(trans-4-{[tert-Butyl(dimethyl)silyl]oxy}cyclohexyl)-5-chloro-4-(4,4,5,5-tetramethyl-1,3,2-dioxaborolan-2-yl)-1H-pyrazole). Reaction SMILES: [Si:1]([O:8][C@H:9]1[CH2:14][CH2:13][C@H:12]([N:15]2[C:19]([Cl:20])=[C:18](I)[CH:17]=[N:16]2)[CH2:11][CH2:10]1)([C:4]([CH3:7])([CH3:6])[CH3:5])([CH3:3])[CH3:2].C1COCC1.C([Mg]Cl)(C)C.CO[B:34]1[O:38][C:37]([CH3:40])([CH3:39])[C:36]([CH3:42])([CH3:41])[O:35]1.[NH4+].[Cl-]>>[Si:1]([O:8][C@H:9]1[CH2:14][CH2:13][C@H:12]([N:15]2[C:19]([Cl:20])=[C:18]([B:34]3[O:38][C:37]([CH3:40])([CH3:39])[C:36]([CH3:42])([CH3:41])[O:35]3)[CH:17]=[N:16]2)[CH2:11][CH2:10]1)([C:4]([CH3:7])([CH3:6])[CH3:5])([CH3:3])[CH3:2] |f:4.5|. Procedure details: To a solution of 1-(trans-4-{[tert-butyl(dimethyl)silyl]oxy}cyclohexyl)-5-chloro-4-iodo-1H-pyrazole (30.0 mg, 0.0680 mmol) in THF (1 mL, 20 mmol) at rt was added 2 M isopropylmagnesium chloride in THF (0.10 mL, 0.20 mmol), and the mixture was stirred for 20 min. The reaction was quenched with 2-methoxy-4,4,5,5-tetramethyl-1,3,2-dioxaborolane (0.045 mL, 0.27 mmol), and allowed to stir at rt for 1 h. Sat. NH4Cl was added, and the organic solvent was removed in vacuo. The material was extracted wit... Reactants: BrC1=C(N(N=C1)C)C=1C=C(C=CC1OC)N (3-(4-bromo-2-methyl-2H-pyrazol-3-yl)-4-methoxy-phenylamine), FC1=C(C=CC(=C1)F)N=C=O (2,4-difluorophenyl-isocyanate), NC(=O)N (urea). The product is BrC1=C(N(N=C1)C)C=1C=C(C=CC1OC)NC(=O)NC1=C(C=C(C=C1)F)F (1-[3-(4-bromo-2-methyl-2H-pyrazol-3-yl)-4-methoxy-phenyl]-3-(2,4-difluoro-phenyl)-urea). RXN SMILES: [Br:1][C:2]1[CH:6]=[N:5][N:4]([CH3:7])[C:3]=1[C:8]1[CH:9]=[C:10]([NH2:16])[CH:11]=[CH:12][C:13]=1[O:14][CH3:15].[F:17][C:18]1[CH:23]=[C:22]([F:24])[CH:21]=[CH:20][C:19]=1[N:25]=[C:26]=[O:27].NC(N)=O>>[Br:1][C:2]1[CH:6]=[N:5][N:4]([CH3:7])[C:3]=1[C:8]1[CH:9]=[C:10]([NH:16][C:26]([NH:25][C:19]2[CH:20]=[CH:21][C:22]([F:24])=[CH:23][C:18]=2[F:17])=[O:27])[CH:11]=[CH:12][C:13]=1[O:14][CH3:15]. Procedure details: reacting 3-(4-bromo-2-methyl-2H-pyrazol-3-yl)-4-methoxy-phenylamine with 2,4-difluorophenyl-isocyanate in the presence of a urea-forming solvent to form 1-[3-(4-bromo-2-methyl-2H-pyrazol-3-yl)-4-methoxy-phenyl]-3-(2,4-difluoro-phenyl)-urea. The reactants are [N-]=[N+]=[N-].[Na+] (sodium azide), O[C@H]1[C@H]([C@H]2[C@@H]3CCC([C@@]3(C)CC[C@@H]2[C@]2(CCC(C=C12)=O)C)=O)O (6α,7α-dihydroxy-4-androstene-3,17-dione), CS(=O)(=O)O[C@H]1[C@H]([C@H]2[C@@H]3CCC([C@@]3(C)CC[C@@H]2[C@]2(CCC(C=C12)=O)C)=O)OS(=O)(=O)C (6α,7α-dimethanesulfonyloxy-4-androstene-3,17-dione), 6α,7α-dimethanesulfonate ester, CS(=O)(=O)Cl (methanesulfonyl chloride). Run in CN(C=O)C (dimethylformamide), N1=CC=CC=C1 (pyridine). The product is N(=[N+]=[N-])C1=C[C@H]2[C@@H]3CCC([C@@]3(C)CC[C@@H]2[C@]2(CCC(C=C12)=O)C)=O (6-azido-4,6-androstadiene-3,17-dione). Reaction SMILES: O[C@@H:2]1[C:19]2[C@:14]([CH3:21])([CH2:15][CH2:16][C:17](=[O:20])[CH:18]=2)[C@@H:13]2[C@H:4]([C@H:5]3[C@@:9]([CH2:11][CH2:12]2)([CH3:10])[C:8](=[O:22])[CH2:7][CH2:6]3)[C@@H:3]1O.CS(Cl)(=O)=O.CS(O[C@@H]1C2[C@](C)(CCC(=O)C=2)[C@@H]2[C@H]([C@H]3[C@@](CC2)(C)C(=O)CC3)[C@@H]1OS(C)(=O)=O)(=O)=O.[N-:60]=[N+:61]=[N-:62].[Na+]>N1C=CC=CC=1.CN(C)C=O>[N:60]([C:2]1[C:19]2[C@:14]([CH3:21])([CH2:15][CH2:16][C:17](=[O:20])[CH:18]=2)[C@@H:13]2[C@H:4]([C@H:5]3[C@@:9]([CH2:11][CH2:12]2)([CH3:10])[C:8](=[O:22])[CH2:7][CH2:6]3)[CH:3]=1)=[N+:61]=[N-:62] |f:3.4|. Reported procedure: Conversion of 6α,7α-dihydroxy-4-androstene-3,17-dione to the corresponding 6α,7α-dimethanesulfonate ester by treatment with methanesulfonyl chloride in pyridine in a manner similar to that described in Example 22B followed by treatment of the resulting 6α,7α-dimethanesulfonyloxy-4-androstene-3,17-dione with sodium azide in dimethylformamide in a manner similar to that described in above Example 22C does not yield an identifiable amount of 6-azido-4,6-androstadiene-3,17-dione. Similarly, treatmen...